This data is from the Open Reaction Database (ORD), a public repository of structured organic reaction records. The task is: describe an organic reaction: reactants, conditions, products, and yield Starting materials: CN1CCC(=C2c3ccccc3C=Cc3ccccc32)CC1, CC(=O)O, CCO, [H][H], O=[Pt]. Yields the product CN1CCC(=C2c3ccccc3CCc3ccccc32)CC1. RXN SMILES: [CH3:1][N:2]1[CH2:3][CH2:4][C:5](=[C:8]2[c:9]3[cH:10][cH:11][cH:12][cH:13][c:14]3[CH:15]=[CH:16][c:17]3[cH:18][cH:19][cH:20][cH:21][c:22]32)[CH2:6][CH2:7]1.[CH3:25][C:26](=[O:27])[OH:28].[CH3:29][CH2:30][OH:31].[H:23][H:24].[Pt:32]=[O:33]>>[CH3:1][N:2]1[CH2:3][CH2:4][C:5](=[C:8]2[c:9]3[cH:10][cH:11][cH:12][cH:13][c:14]3[CH2:15][CH2:16][c:17]3[cH:18][cH:19][cH:20][cH:21][c:22]32)[CH2:6][CH2:7]1. Reactants: C1COCCO1, COC(=O)C=Cc1cc(C(c2cc(F)ccc2F)S(=O)(=O)c2ccc(Cl)cc2)c(F)cn1, CCO, ClCCl. The product is COC(=O)CCc1cc(C(c2cc(F)ccc2F)S(=O)(=O)c2ccc(Cl)cc2)c(F)cn1. RXN SMILES: [CH2:36]1[O:37][CH2:38][CH2:39][O:40][CH2:41]1.[CH3:1][O:2][C:3]([CH:4]=[CH:5][c:6]1[n:7][cH:8][c:9]([F:31])[c:10]([CH:12]([c:13]2[c:14]([F:20])[cH:15][cH:16][c:17]([F:19])[cH:18]2)[S:21](=[O:22])(=[O:23])[c:24]2[cH:25][cH:26][c:27]([Cl:30])[cH:28][cH:29]2)[cH:11]1)=[O:32].[CH3:33][CH2:34][OH:35].[Cl:42][CH2:43][Cl:44]>>[CH3:1][O:2][C:3]([CH2:4][CH2:5][c:6]1[n:7][cH:8][c:9]([F:31])[c:10]([CH:12]([c:13]2[c:14]([F:20])[cH:15][cH:16][c:17]([F:19])[cH:18]2)[S:21](=[O:22])(=[O:23])[c:24]2[cH:25][cH:26][c:27]([Cl:30])[cH:28][cH:29]2)[cH:11]1)=[O:32]. Reaction SMILES: [Cl:1][C:2]1[C:3]([CH:21]([S:30]([C:33]2[CH:38]=[CH:37][C:36]([Cl:39])=[CH:35][CH:34]=2)(=[O:32])=[O:31])[C:22]2[CH:27]=[C:26]([F:28])[CH:25]=[CH:24][C:23]=2[F:29])=[CH:4][C:5]([N:8]([CH2:10][CH2:11][N:12](C)[C:13](=O)OC(C)(C)C)[CH3:9])=[N:6][CH:7]=1.C1(OC)C=CC=CC=1.FC(F)(F)C(O)=O>C(Cl)Cl>[Cl:1][C:2]1[C:3]([CH:21]([S:30]([C:33]2[CH:34]=[CH:35][C:36]([Cl:39])=[CH:37][CH:38]=2)(=[O:32])=[O:31])[C:22]2[CH:27]=[C:26]([F:28])[CH:25]=[CH:24][C:23]=2[F:29])=[CH:4][C:5]([N:8]([CH3:9])[CH2:10][CH2:11][NH:12][CH3:13])=[N:6][CH:7]=1. Procedure: In methylene chloride (2.0 ml) was dissolved tert-butyl 2-[N-[5-chloro-4-[(4-chlorophenylsulfonyl)-(2,5-difluorophenyl)methyl]pyridine-2-yl]-N-methylamino]ethyl-methylcarbamate (61 mg, 0.10 mmol), followed by the addition of anisole (40 μl) and trifluoroacetic acid (200 μl) at room temperature. The resulting mixture was stirred for 1 hour. The residue obtained by concentrating the reaction mixture under reduced pressure was purified by silica gel chromatography (3% methanol/chloroform→3% methano... Product: ClC=1C(=CC(=NC1)N(CCNC)C)C(C1=C(C=CC(=C1)F)F)S(=O)(=O)C1=CC=C(C=C1)Cl (5-Chloro-4-[(4-chlorophenylsulfonyl)-(2,5-difluorophenyl)methyl]-2-[N-methyl-N-[2-(methylamino)ethyl]amino]pyridine). Starting materials: ClC=1C(=CC(=NC1)N(C)CCN(C(OC(C)(C)C)=O)C)C(C1=C(C=CC(=C1)F)F)S(=O)(=O)C1=CC=C(C=C1)Cl (tert-butyl 2-[N-[5-chloro-4-[(4-chlorophenylsulfonyl)-(2,5-difluorophenyl)methyl]pyridine-2-yl]-N-methylamino]ethyl-methylcarbamate), C1(=CC=CC=C1)OC (anisole), FC(C(=O)O)(F)F (trifluoroacetic acid). Run at time 1 hour. Run in C(Cl)Cl (methylene chloride). The reactants are N1=C(N=CC=C1)NC=1C(=CC=CC1)N (N-pyrimidin-2-yl-benzene-1,2-diamine), C([O-])([O-])=O.[K+].[K+] (potassium carbonate), [I-].[K+] (potassium iodide), BrCC(=O)N(C1=CC=C(C=C1)OC)C(C)C (2-Bromo-N-isopropyl-N-(4-methoxy-phenyl)-acetamide). The solvent is CN(C)C=O (DMF). Reaction conditions: temperature 60 celsius, time 8 hour. Yields the product C(C)(C)N(C(CNC1=C(C=CC=C1)NC1=NC=CC=N1)=O)C1=CC=C(C=C1)OC (N-Isopropyl-N-(4-methoxy-phenyl)-2-[2-(pyrimidin-2-ylamino)-phenylamino]-acetamide). The yield is 56.0%. Reaction SMILES: [N:1]1[CH:6]=[CH:5][CH:4]=[N:3][C:2]=1[NH:7][C:8]1[C:9]([NH2:14])=[CH:10][CH:11]=[CH:12][CH:13]=1.C(=O)([O-])[O-].[K+].[K+].[I-].[K+].Br[CH2:24][C:25]([N:27]([CH:36]([CH3:38])[CH3:37])[C:28]1[CH:33]=[CH:32][C:31]([O:34][CH3:35])=[CH:30][CH:29]=1)=[O:26]>CN(C=O)C>[CH:36]([N:27]([C:28]1[CH:29]=[CH:30][C:31]([O:34][CH3:35])=[CH:32][CH:33]=1)[C:25](=[O:26])[CH2:24][NH:14][C:9]1[CH:10]=[CH:11][CH:12]=[CH:13][C:8]=1[NH:7][C:2]1[N:3]=[CH:4][CH:5]=[CH:6][N:1]=1)([CH3:37])[CH3:38] |f:1.2.3,4.5|. Procedure details: To a solution of N-pyrimidin-2-yl-benzene-1,2-diamine (82 mg, 0.441 mmol) in DMF (2 mL) was added potassium carbonate (61 mg, 0.441 mmol), potassium iodide (7 mg, 0.044 mmol), and 2-Bromo-N-isopropyl-N-(4-methoxy-phenyl)-acetamide (126 mg, 0.441 mmol). The resultant reaction mixture was stirred overnight at 60° C. The solvent was removed in vacuo and the crude material partitioned between CH2Cl2 (35 mL) and water (15 mL). The organic phase was separated, dried with MgSO4, filtered and concentrat...